Dataset: the Open Reaction Database (ORD), a public repository of structured organic reaction records. Task: describe an organic reaction: reactants, conditions, products, and yield Starting materials: O=C1N(C2=C(N1CCNC(OC(C)(C)C)=O)C=CC=C2)C2CCN(CC2)C2(CCCCCC2)C2=CC=CC=C2 (t-butyl N-(2-{2-oxo-3-[1-(1-phenylcycloheptyl)-4-piperidyl]-2,3-dihydro-1H-benzimidazol-1-yl}ethyl)carbamate), Cl (HCl). Solvent: CO (MeOH). Conditions: time 15 hour. Product: Cl.Cl.NCCN1C(N(C2=C1C=CC=C2)C2CCN(CC2)C2(CCCCCC2)C2=CC=CC=C2)=O (1-(2-Aminoethyl)-3-[1-(1-phenylcycloheptyl)-4-piperidinyl]-1,3-dihydro-2H -benzimidazol-2-one dihydrochloride). Yield: 100.0%. As a reaction SMILES: [O:1]=[C:2]1[N:6]([CH2:7][CH2:8][NH:9]C(=O)OC(C)(C)C)[C:5]2[CH:17]=[CH:18][CH:19]=[CH:20][C:4]=2[N:3]1[CH:21]1[CH2:26][CH2:25][N:24]([C:27]2([C:34]3[CH:39]=[CH:38][CH:37]=[CH:36][CH:35]=3)[CH2:33][CH2:32][CH2:31][CH2:30][CH2:29][CH2:28]2)[CH2:23][CH2:22]1.[ClH:40]>CO>[ClH:40].[ClH:40].[NH2:9][CH2:8][CH2:7][N:6]1[C:5]2[CH:17]=[CH:18][CH:19]=[CH:20][C:4]=2[N:3]([CH:21]2[CH2:26][CH2:25][N:24]([C:27]3([C:34]4[CH:35]=[CH:36][CH:37]=[CH:38][CH:39]=4)[CH2:33][CH2:32][CH2:31][CH2:30][CH2:29][CH2:28]3)[CH2:23][CH2:22]2)[C:2]1=[O:1] |f:3.4.5|. Procedure: A mixture of t-butyl N-(2-{2-oxo-3-[1-(1-phenylcycloheptyl)-4-piperidyl]-2,3-dihydro-1H-benzimidazol-1-yl}ethyl)carbamate (35 mg, 0.0657 mmol, this was prepared as Preparation 18) and HCl solution in MeOH (2 ml) was stirred at room temperature for 15 h. The reaction mixture was concentrated in vacuo to give 33.2 mg (100%) of white solid. Starting materials: ClC1=C(C=C(C(=O)[O-])C=C1)S(=O)O.[Na+].[Na+].ClC1=C(C=C(C(=O)[O-])C=C1)S(=O)O (disodium 4-chloro-3-hydroxysulfinylbenzoate), CI (methyl iodide), CN(C=O)C (dimethylformamide), CN(C=O)C (dimethylformamide). Run at temperature 60 celsius, time 4 hour. Product: ClC1=C(C=C(C(=O)OC)C=C1)S(=O)(=O)C (Methyl 4-chloro-3-methylsulfonylbenzoate). Reaction SMILES: [Cl:1][C:2]1[CH:10]=[CH:9][C:5]([C:6]([O-])=[O:7])=[CH:4][C:3]=1[S:11]([OH:13])=[O:12].[Na+].[Na+].Cl[C:17]1C=CC(C([O-])=O)=CC=1S(O)=O.CI.CN(C)[CH:33]=[O:34]>>[Cl:1][C:2]1[CH:10]=[CH:9][C:5]([C:6]([O:34][CH3:33])=[O:7])=[CH:4][C:3]=1[S:11]([CH3:17])(=[O:13])=[O:12] |f:0.1.2.3|. Reported procedure: 250 g of disodium 4-chloro-3-hydroxysulfinylbenzoate were suspended in 500 ml of abs. dimethylformamide at RT, 218 ml of methyl iodide (3.5 mol) were added and the reaction mixture was heated to 60° C. It was subsequently stirred at this temperature for 4 hours, then allowed to stand at RT overnight. The mixture became solid on cooling. It was warmed to 70° C., diluted with 250 ml of abs. dimethylformamide and subsequently stirred at 70° C. for a further 3 hours. The solvent was distilled off, t...